From a dataset of the Open Reaction Database (ORD), a public repository of structured organic reaction records. describe an organic reaction: reactants, conditions, products, and yield The reactants are [Al+3], CO, CC(C)=C1CC(C(=O)O)C1(C)C, [H-], [H-], [H-], [H-], [Li+]. The product is CC(C)=C1CC(CO)C1(C)C. As a reaction SMILES: [Al+3:14].[CH3:19][OH:20].[CH3:1][C:2]1([CH3:12])[CH:3]([C:9](=[O:10])[OH:11])[CH2:4][C:5]1=[C:6]([CH3:7])[CH3:8].[H-:13].[H-:16].[H-:17].[H-:18].[Li+:15]>>[CH3:1][C:2]1([CH3:12])[CH:3]([CH2:9][OH:10])[CH2:4][C:5]1=[C:6]([CH3:7])[CH3:8]. The reactants are CCOC(C)=O, CO, CCCCCC, C[Si](C)(C)C#Cc1ccccc1Cl, Cl, [K+], [OH-]. The product is C#Cc1ccccc1Cl. RXN SMILES: [CH3:16][CH2:17][O:18][C:19](=[O:20])[CH3:21].[CH3:23][OH:24].[CH3:25][CH2:26][CH2:27][CH2:28][CH2:29][CH3:30].[Cl:3][c:4]1[c:5]([C:10]#[C:11][Si:12]([CH3:13])([CH3:14])[CH3:15])[cH:6][cH:7][cH:8][cH:9]1.[ClH:22].[K+:2].[OH-:1]>>[Cl:3][c:4]1[c:5]([C:10]#[CH:11])[cH:6][cH:7][cH:8][cH:9]1. The reactants are O1CCN(CC1)CCN=C=S (2-morpholinoethylisothiocyanate), [N-]=[N+]=[N-].[Na+] (sodium azide), resultant solution. Solvent: O (water), C(C)O (ethanol). Conditions: temperature 20 celsius. Product: O1CCN(CC1)CCN1N=NNC1=S (1-(2-morpholinoethyl)-2-tetrazoline-5-thione). Yield: 53.0%. Reaction SMILES: [O:1]1[CH2:6][CH2:5][N:4]([CH2:7][CH2:8][N:9]=[C:10]=[S:11])[CH2:3][CH2:2]1.[N-:12]=[N+:13]=[N-:14].[Na+]>C(O)C.O>[O:1]1[CH2:2][CH2:3][N:4]([CH2:7][CH2:8][N:9]2[C:10](=[S:11])[NH:14][N:13]=[N:12]2)[CH2:5][CH2:6]1 |f:1.2|. Procedure details: To a mechanically stirred slurry of 25.8 g (0.15 mole) of 2-morpholinoethylisothiocyanate (S-7) in 250 ml ethanol under a nitrogen atmosphere was added in a slow stream 19.5 g (0.3 mole) of sodium azide dissolved in 600 ml water. The resultant solution was refluxed for 16 hrs, cooled to room temperature (20° C.) and filtered. The filtrate was extracted twice with ether, and then acidified to pH=1 with concentrated hydrochloric acid. The resultant solution was extracted three times with ether. Th... Starting materials: O=[N+]([O-])c1ccc(S(=O)(=O)NCc2ccccc2)cc1, CCO. The product is Nc1ccc(S(=O)(=O)NCc2ccccc2)cc1. As a reaction SMILES: [CH2:1]([c:2]1[cH:3][cH:4][cH:5][cH:6][cH:7]1)[NH:8][S:9](=[O:10])(=[O:11])[c:12]1[cH:13][cH:14][c:15]([N+:18]([O-:19])=[O:20])[cH:16][cH:17]1.[CH3:21][CH2:22][OH:23]>>[CH2:1]([c:2]1[cH:3][cH:4][cH:5][cH:6][cH:7]1)[NH:8][S:9](=[O:10])(=[O:11])[c:12]1[cH:13][cH:14][c:15]([NH2:18])[cH:16][cH:17]1.